The task is: describe an organic reaction: reactants, conditions, products, and yield. This data is from the Open Reaction Database (ORD), a public repository of structured organic reaction records. The reactants are C(CCC)S(=O)(=O)NC(C1=CC(=C(C=C1)NC(C)=O)[N+](=O)[O-])=O (N-(1-butanesulfonyl)-4-acetylamino-3-nitrobenzamide), CO (methanol), C([O-])(O)=O.[K+] (potassium bicarbonate). The reagents and catalysts are [Pd] (palladium/carbon). The solvent is O (water). Product: C(CCC)S(=O)(=O)NC(C1=CC(=C(C=C1)NC(C)=O)N)=O (N-1-butylsulfonyl-4-acetylamino-3-aminobenzamide). The yield is 68.5%. RXN SMILES: [CH2:1]([S:5]([NH:8][C:9](=[O:23])[C:10]1[CH:15]=[CH:14][C:13]([NH:16][C:17](=[O:19])[CH3:18])=[C:12]([N+:20]([O-])=O)[CH:11]=1)(=[O:7])=[O:6])[CH2:2][CH2:3][CH3:4].CO.C(=O)(O)[O-].[K+]>[Pd].O>[CH2:1]([S:5]([NH:8][C:9](=[O:23])[C:10]1[CH:15]=[CH:14][C:13]([NH:16][C:17](=[O:19])[CH3:18])=[C:12]([NH2:20])[CH:11]=1)(=[O:7])=[O:6])[CH2:2][CH2:3][CH3:4] |f:2.3|. Reported procedure: N-(1-butanesulfonyl)-4-acetylamino-3-nitrobenzamide (10.75 g) is dissolved with methanol (200 ml) and water (30 ml), and potassium bicarbonate (7.59 g) is added. The solution is hydrogenated with a 5% palladium/carbon (2.53 g) catalyst under a hydrogen environment for 24 hours at 40° C. The solids are separated through filtration, the residue, which is obtained by concentrating the filtrate, is purified using silica gel column chromatography (eluate: ethyl acetate/methanol=4/1), and 6.72 g of N-... As a reaction SMILES: [O:1]1[C:5]2([CH2:10][CH2:9][C:8](=O)[CH2:7][CH2:6]2)[O:4][CH2:3][CH2:2]1.C(OP([CH2:20][C:21]([O:23][CH2:24][CH3:25])=[O:22])(OCC)=O)C.C1(C)C=CC=CC=1.C(O)C.[O-]CC.[Na+]>O>[CH2:24]([O:23][C:21](=[O:22])[CH:20]=[C:8]1[CH2:9][CH2:10][C:5]2([O:4][CH2:3][CH2:2][O:1]2)[CH2:6][CH2:7]1)[CH3:25] |f:3.4.5|. Reactants: O1CCOC12CCC(CC2)=O (1,4-dioxaspiro[4,5]decan-8-one), C(C)OP(=O)(OCC)CC(=O)OCC (ethyl diethylphosphonoacetate), C1(=CC=CC=C1)C (toluene), C(C)O.[O-]CC.[Na+] (sodium ethoxide ethanol). The yield is 92.3%. Solvent: O (water). Run at temperature 5 celsius, time 2 hour. Procedure details: First Step: 200.0 g of 1,4-dioxaspiro[4,5]decan-8-one (10), 301.4 g of ethyl diethylphosphonoacetate and 1,000 mL of toluene were added to a reactor under nitrogen atmosphere, and stirred at 5° C. 457.5 g of a 20% sodium ethoxide ethanol solution was added dropwise thereto at a temperature range of from 5 to 11° C. over 2 hours, followed by further stirring at 10° C. for 3 hours. After confirming that the reaction had been completed by GC analysis, the reaction mixture was poured into and mixed ... Product: C(C)OC(C=C1CCC2(OCCO2)CC1)=O ((1,4-dioxaspiro[4.5]dec-8-ylidene)acetic acid ethyl ester).